Dataset: the Open Reaction Database (ORD), a public repository of structured organic reaction records. Task: describe an organic reaction: reactants, conditions, products, and yield Reactants: [OH-].[Na+] (sodium hydroxide), OCC1=CC=C(C(=O)OC)C=C1 (Methyl p-Hydroxymethylbenzoate). Solvent: O (water). Run at temperature 20 celsius. The product is OCC1=CC=C(C(=O)O)C=C1 (p-Hydroxymethylbenzoic Acid). As a reaction SMILES: [OH:1][CH2:2][C:3]1[CH:12]=[CH:11][C:6]([C:7]([O:9]C)=[O:8])=[CH:5][CH:4]=1.[OH-].[Na+]>O>[OH:1][CH2:2][C:3]1[CH:4]=[CH:5][C:6]([C:7]([OH:9])=[O:8])=[CH:11][CH:12]=1 |f:1.2|. Reported procedure: A mixture of Me pHMB (50.0 g., 0.30 mole) and 200 ml. of water containing sodium hydroxide (13.3 g., 0.33 mole) was refluxed for 3 hours. The colorless solution was filtered from a small amount (0.5 g.) of a gummy solid and extracted with methylene chloride (2 × 50 ml.). The aqueous portion was acidified with concentrated hydrochloric acid to give 37.0 g. of pHMBA: m.p. 180°-181° C. The filtrates were concentrated to 100 ml. at 100° C., cooled to 20° C., and filtered to give 6.7 g. of pHMBA (m.p... The product is COc1ccc(-c2cc3cnn(Cc4cccc(OCC5CCCCN5)n4)c(=O)c3s2)cc1. The reactants are COc1ccc(-c2cc3cnn(Cc4cccc(OCC5CCCCN5C(=O)OC(C)(C)C)n4)c(=O)c3s2)cc1, ClCCl, O=C(O)C(F)(F)F. RXN SMILES: [CH3:1][O:2][c:3]1[cH:4][cH:5][c:6](-[c:9]2[cH:10][c:11]3[c:12]([c:13](=[O:39])[n:14]([CH2:17][c:18]4[cH:19][cH:20][cH:21][c:22]([O:24][CH2:25][CH:26]5[N:27]([C:32]([O:33][C:34]([CH3:35])([CH3:36])[CH3:37])=[O:38])[CH2:28][CH2:29][CH2:30][CH2:31]5)[n:23]4)[n:15][cH:16]3)[s:40]2)[cH:7][cH:8]1.[Cl:48][CH2:49][Cl:50].[F:41][C:42]([F:43])([F:44])[C:45]([OH:46])=[O:47]>>[CH3:1][O:2][c:3]1[cH:4][cH:5][c:6](-[c:9]2[cH:10][c:11]3[c:12]([c:13](=[O:39])[n:14]([CH2:17][c:18]4[cH:19][cH:20][cH:21][c:22]([O:24][CH2:25][CH:26]5[NH:27][CH2:28][CH2:29][CH2:30][CH2:31]5)[n:23]4)[n:15][cH:16]3)[s:40]2)[cH:7][cH:8]1. Starting materials: C(C)(C)(C)OC(=O)N1CCC2=C(CC1)C(=C(C=C2)Cl)SCC2=CC=C(C=C2)CBr (3-tert-butoxycarbonyl-6-(4-bromomethyl-benzylthio)-7-chloro-2,3,4,5-tetrahydro-1H-benzo[d]azepine), CS(=O)[O-].[Na+] (sodium methanesulfinate), solid. Run in CN(C)C=O (DMF). Run at time 30 minute. Product: C(C)(C)(C)OC(=O)N1CCC2=C(CC1)C(=C(C=C2)Cl)SCC2=CC=C(C=C2)CS(=O)(=O)C (3-tert-Butoxycarbonyl-7-chloro-6-(4-methanesulfonylmethyl-benzylthio)-2,3,4,5-tetrahydro-1H-benzo[d]azepine). As a reaction SMILES: [C:1]([O:5][C:6]([N:8]1[CH2:14][CH2:13][C:12]2[C:15]([S:20][CH2:21][C:22]3[CH:27]=[CH:26][C:25]([CH2:28]Br)=[CH:24][CH:23]=3)=[C:16]([Cl:19])[CH:17]=[CH:18][C:11]=2[CH2:10][CH2:9]1)=[O:7])([CH3:4])([CH3:3])[CH3:2].[CH3:30][S:31]([O-:33])=[O:32].[Na+]>CN(C=O)C>[C:1]([O:5][C:6]([N:8]1[CH2:14][CH2:13][C:12]2[C:15]([S:20][CH2:21][C:22]3[CH:27]=[CH:26][C:25]([CH2:28][S:31]([CH3:30])(=[O:33])=[O:32])=[CH:24][CH:23]=3)=[C:16]([Cl:19])[CH:17]=[CH:18][C:11]=2[CH2:10][CH2:9]1)=[O:7])([CH3:4])([CH3:3])[CH3:2] |f:1.2|. Reported procedure: To the crude 3-tert-butoxycarbonyl-6-(4-bromomethyl-benzylthio)-7-chloro-2,3,4,5-tetrahydro-1H-benzo[d]azepine in anhydrous DMF (1 mL) under nitrogen, add with string sodium methanesulfinate (400 mg, 3.9 mmol), and continue stirring for 30 min at ambient temperature followed by 2 h at 40° C. Add water, extract three times with EtOAc, wash with brine, dry over anhydrous MgSO4, and concentrate in vacuo. Purify by chromatography on silica gel eluting with hexane/EtOAc (3:1) to give a clear oil that... The product is O=C1C(O)=C(O)[C@H](O1)[C@@H](O)CO.OO (Ascorbic Acid Hydrogen Peroxide). Reactants: OO (hydrogen peroxide), heparin, O=C1C(O)=C(O)[C@H](O1)[C@@H](O)CO (ascorbic acid), P(=O)([O-])([O-])[O-] (phosphate). RXN SMILES: [O:1]=[C:2]1[O:8][C@H:7]([C@H:9]([CH2:11][OH:12])[OH:10])[C:5]([OH:6])=[C:3]1[OH:4].[OH:13][OH:14].P([O-])([O-])([O-])=O>[Na+].[Cl-]>[O:1]=[C:2]1[O:8][C@H:7]([C@H:9]([CH2:11][OH:12])[OH:10])[C:5]([OH:6])=[C:3]1[OH:4].[OH:13][OH:14] |f:3.4,5.6|. Reaction conditions: temperature 22 celsius, time 24 hour. Reported procedure: 27 grams of ascorbic acid and 78.12 ml. of 30% hydrogen peroxide are incubated with 35 grams of a commercial porcine heparin preparation in 7.8 liters of a buffered solution at pH 7.8 consisting of 0.2M phosphate buffer in 1M NaCl. The reaction mixture is agitated for 24 hours at 22° C. and protected from ambient light. Run in buffered solution, [Na+].[Cl-] (NaCl). The reactants are [Br-], CCCCCCCCCCCC[N+](C)(C)CCO, CC(=O)Cl, CC(C)=O, [Na+], [Na+], O=C([O-])[O-]. The product is [Br-], CCCCCCCCCCCC[N+](C)(C)CCOC(C)=O. Reaction SMILES: [Br-:1].[CH2:2]([CH2:3][CH2:4][CH2:5][CH2:6][CH2:7][CH2:8][CH2:9][CH2:10][CH2:11][CH2:12][CH3:13])[N+:14]([CH2:15][CH2:16][OH:17])([CH3:18])[CH3:19].[CH3:26][C:27]([Cl:28])=[O:29].[CH3:30][C:31](=[O:32])[CH3:33].[Na+:20].[Na+:21].[O-:22][C:23](=[O:24])[O-:25]>>[Br-:1].[CH2:2]([CH2:3][CH2:4][CH2:5][CH2:6][CH2:7][CH2:8][CH2:9][CH2:10][CH2:11][CH2:12][CH3:13])[N+:14]([CH2:15][CH2:16][O:17][C:27]([CH3:26])=[O:29])([CH3:18])[CH3:19].